This data is from the Open Reaction Database (ORD), a public repository of structured organic reaction records. The task is: describe an organic reaction: reactants, conditions, products, and yield Starting materials: BrC1=C(N)C(=CC(=C1)[N+](=O)[O-])Br (2,6-Dibromo-4-nitroaniline), C(C)(=O)OCC (ethyl acetate), CN(C=O)C (dimethylformamide), C(Cl)Cl (methylene chloride). The reagents and catalysts are [Pt] (platinum). Run in C(C)O (ethanol). Reaction conditions: time 1 hour. Yields the product NC1=CC(=C(N)C(=C1)Br)Br (4-Amino-2,6-dibromoaniline). As a reaction SMILES: [Br:1][C:2]1[CH:8]=[C:7]([N+:9]([O-])=O)[CH:6]=[C:5]([Br:12])[C:3]=1[NH2:4].C(OCC)(=O)C.CN(C)C=O.C(Cl)Cl>C(O)C.[Pt]>[NH2:9][C:7]1[CH:8]=[C:2]([Br:1])[C:3]([NH2:4])=[C:5]([Br:12])[CH:6]=1. Procedure: 20 g of 2,6-Dibromo-4-nitroaniline are taken up in 250 ml of ethanol, 250 ml of ethyl acetate, 100 ml of dimethylformamide and 90 ml of methylene chloride and, after addition of 3.3 g of 5% moist platinum/active carbon catalyst, hydrogenated at room temperature under 50 psi for one hour. The solvent is then distilled off in a rotary evaporator, and the residue is triturated with diethyl ether, filtered off with suction and washed several times with petroleum ether. Starting materials: C(C)(C)N1CCN(CC1)C(=O)C=1C=C2C=C(NC2=CC1)C(=O)N1CCN(CC1)C(=O)N1CCCCC1 ({4-[5-(4-Isopropyl-piperazine-1-carbonyl)-1H-indole-2-carbonyl]-piperazin-1-yl}-piperidin-1-yl-methanone), ClC1=NC=CC(=C1)B(O)O (2-chloropyridine-4-boronic acid). Product: ClC1=NC=CC(=C1)N1C(=CC2=CC(=CC=C12)C(=O)N1CCN(CC1)C(C)C)C(=O)N1CCN(CC1)C(=O)N1CCCCC1 ([1-(2-Chloro-pyridin-4-yl)-5-(4-isopropyl-piperazine-1-carbonyl)-1H-indol-2-yl]-[4-(piperidine-1-carbonyl)-piperazin-1-yl]-methanone). Yield: 62.0%. RXN SMILES: [CH:1]([N:4]1[CH2:9][CH2:8][N:7]([C:10]([C:12]2[CH:13]=[C:14]3[C:18](=[CH:19][CH:20]=2)[NH:17][C:16]([C:21]([N:23]2[CH2:28][CH2:27][N:26]([C:29]([N:31]4[CH2:36][CH2:35][CH2:34][CH2:33][CH2:32]4)=[O:30])[CH2:25][CH2:24]2)=[O:22])=[CH:15]3)=[O:11])[CH2:6][CH2:5]1)([CH3:3])[CH3:2].[Cl:37][C:38]1[CH:43]=[C:42](B(O)O)[CH:41]=[CH:40][N:39]=1>>[Cl:37][C:38]1[CH:43]=[C:42]([N:17]2[C:18]3[C:14](=[CH:13][C:12]([C:10]([N:7]4[CH2:6][CH2:5][N:4]([CH:1]([CH3:3])[CH3:2])[CH2:9][CH2:8]4)=[O:11])=[CH:20][CH:19]=3)[CH:15]=[C:16]2[C:21]([N:23]2[CH2:24][CH2:25][N:26]([C:29]([N:31]3[CH2:36][CH2:35][CH2:34][CH2:33][CH2:32]3)=[O:30])[CH2:27][CH2:28]2)=[O:22])[CH:41]=[CH:40][N:39]=1. Procedure: The title compound was synthesized in analogy to example 5, after stirring for 3.5 days at 35° C., from {4-[5-(4-isopropyl-piperazine-1-carbonyl)-1H-indole-2-carbonyl]-piperazin-1-yl}-piperidin-1-yl-methanone (example 14) and 2-chloropyridine-4-boronic acid to afford the desired product as a light-brown foam (62%). MS (ISP): 606.1 (M+H)+. Reaction SMILES: C(O[C:6]([N:8]1[CH2:12][C:11](=[N:13][O:14][CH3:15])[CH2:10][C@H:9]1[C:16]([OH:18])=O)=[O:7])(C)(C)C.[N:19]([CH2:22][CH2:23][CH2:24][CH2:25][CH3:26])=C=O.[O:27]1[C:31]2[CH:32]=[CH:33][C:34]([CH2:36][N:37]3[CH2:42][CH2:41][NH:40][CH2:39][CH2:38]3)=[CH:35][C:30]=2[O:29][CH2:28]1>>[O:27]1[C:31]2[CH:32]=[CH:33][C:34]([CH2:36][N:37]3[CH2:38][CH2:39][N:40]([C:16]([C@@H:9]4[CH2:10][C:11](=[N:13][O:14][CH3:15])[CH2:12][N:8]4[C:6]([NH:19][CH2:22][CH2:23][CH2:24][CH2:25][CH3:26])=[O:7])=[O:18])[CH2:41][CH2:42]3)=[CH:35][C:30]=2[O:29][CH2:28]1. Yields the product O1COC2=C1C=CC(=C2)CN2CCN(CC2)C(=O)[C@H]2N(CC(C2)=NOC)C(=O)NCCCCC ((2S,4EZ)-2-{[4-(1,3-benzodioxol-5-ylmethyl)-1-piperazinyl]carbonyl}-4-(methoxyimino)-N-pentyl-1-pyrolidinecarboxamide). Procedure details: Following the general method as outlined in Example 22, starting from (2S,4EZ)-1-(tert-butoxycarbonyl)-4-(methoxyimino)-2-pyrrolidinecarboxylic acid, 1-isocyanatopentane, and 1-(1,3-benzodioxol-5-ylmethyl)piperazine the title compound was obtained in 72% purity by LC/MS. MS(ESI+): m/z=474.4. The reactants are C(C)(C)(C)OC(=O)N1[C@@H](CC(C1)=NOC)C(=O)O ((2S,4EZ)-1-(tert-butoxycarbonyl)-4-(methoxyimino)-2-pyrrolidinecarboxylic acid), N(=C=O)CCCCC (1-isocyanatopentane), O1COC2=C1C=CC(=C2)CN2CCNCC2 (1-(1,3-benzodioxol-5-ylmethyl)piperazine). Reactants: FC1=CC=C(C=C1)O (4-Fluorophenol), FC1=C(C(=O)NC2=CC=C(C(=O)OC)C=C2)C(=CC(=C1)C(F)(F)F)C(F)(F)F (methyl 4-[[2-fluoro-4,6-bis(trifluoromethyl)benzoyl]amino]benzoate), C(=O)([O-])[O-].[K+].[K+] (K2CO3). Run in CN(C)C=O (DMF). Reaction conditions: temperature 90 celsius. The product is FC1=CC=C(OC2=C(C(=O)NC3=CC=C(C(=O)OC)C=C3)C(=CC(=C2)C(F)(F)F)C(F)(F)F)C=C1 (methyl 4-[[2-(4-fluorophenoxy)-4,6-bis(trifluoromethyl)benzoyl]amino]benzoate). As a reaction SMILES: [F:1][C:2]1[CH:7]=[CH:6][C:5]([OH:8])=[CH:4][CH:3]=1.F[C:10]1[CH:28]=[C:27]([C:29]([F:32])([F:31])[F:30])[CH:26]=[C:25]([C:33]([F:36])([F:35])[F:34])[C:11]=1[C:12]([NH:14][C:15]1[CH:24]=[CH:23][C:18]([C:19]([O:21][CH3:22])=[O:20])=[CH:17][CH:16]=1)=[O:13].C([O-])([O-])=O.[K+].[K+]>CN(C=O)C>[F:1][C:2]1[CH:7]=[CH:6][C:5]([O:8][C:10]2[CH:28]=[C:27]([C:29]([F:32])([F:31])[F:30])[CH:26]=[C:25]([C:33]([F:34])([F:35])[F:36])[C:11]=2[C:12]([NH:14][C:15]2[CH:16]=[CH:17][C:18]([C:19]([O:21][CH3:22])=[O:20])=[CH:23][CH:24]=2)=[O:13])=[CH:4][CH:3]=1 |f:2.3.4|. Procedure details: 4-Fluorophenol (12.05 mg, 0.1075 mmol), methyl 4-[[2-fluoro-4,6-bis(trifluoromethyl)benzoyl]amino]benzoate (40 mg, 0.09774 mmol), and K2CO3 (40.52 mg, 0.29 mmol) were combined in DMF (0.5 mL) and heated at 90° C. for 10 min resulting in complete conversion to methyl 4-[[2-(4-fluorophenoxy)-4,6-bis(trifluoromethyl)benzoyl]amino]benzoate. NaOH (97.73 μL of 3 M, 0.29 mmol) was added and the reaction heated at 90° C. for 2 hours, then at 50° C. for overnight. Additional NaOH was added [2×NaOH (97.73... The reactants are N1CC(C1)C1=NC2=C(N1)C=CC(=C2)Cl (2-azetidin-3-yl-5-chloro-1H-benzoimidazole), COC(C1=C(N=CC=C1)Cl)=O (2-chloro-nicotinic acid methyl ester). The solvent is O (water), CN(C)C=O (DMF). Run at temperature 100 celsius. Yields the product COC(C1=C(N=CC=C1)N1CC(C1)C1=NC2=C(N1)C=CC(=C2)Cl)=O (2-[3-(5-CHLORO-1H-BENZOIMIDAZOL-2-YL)-AZETIDIN-1-YL]-NICOTINIC ACID METHYL ESTER). Reaction SMILES: [NH:1]1[CH2:4][CH:3]([C:5]2[NH:9][C:8]3[CH:10]=[CH:11][C:12]([Cl:14])=[CH:13][C:7]=3[N:6]=2)[CH2:2]1.[CH3:15][O:16][C:17](=[O:25])[C:18]1[CH:23]=[CH:22][CH:21]=[N:20][C:19]=1Cl>CN(C=O)C.O>[CH3:15][O:16][C:17](=[O:25])[C:18]1[CH:23]=[CH:22][CH:21]=[N:20][C:19]=1[N:1]1[CH2:4][CH:3]([C:5]2[NH:9][C:8]3[CH:10]=[CH:11][C:12]([Cl:14])=[CH:13][C:7]=3[N:6]=2)[CH2:2]1. Procedure: A mixture of 2-azetidin-3-yl-5-chloro-1H-benzoimidazole (as prepared according to Preparation 5 above) (3.2 g, 15.4 mmol) and 2-chloro-nicotinic acid methyl ester (1.78 g, 10.4 mmol) was dissolved in DMF (10 mL) and heated to 100° C. for 2 h. The mixture was diluted with water (10 mL), and extracted with EtOAc (2×20 mL). The combined organic extracts were washed with water (5 mL) and brine (5 mL), dried over Na2SO4, and filtered. The filtrate was evaporated in vacuo to afford the product as yell... Reactants: CC=1C=C(C(=O)OC)C=CC1[N+](=O)[O-] (methyl 3-methyl-4-nitrobenzoate), BrBr (bromine). The reagents and catalysts are C(C1=CC=CC=C1)(=O)OOC(C1=CC=CC=C1)=O (benzoyl peroxide). The solvent is C(Cl)(Cl)(Cl)Cl (carbon tetrachloride). Product: BrCC=1C=C(C(=O)OC)C=CC1[N+](=O)[O-] (methyl 3-bromomethyl-4-nitrobenzoate). The yield is 81.6%. Reaction SMILES: [CH3:1][C:2]1[CH:3]=[C:4]([CH:9]=[CH:10][C:11]=1[N+:12]([O-:14])=[O:13])[C:5]([O:7][CH3:8])=[O:6].[Br:15]Br>C(OOC(=O)C1C=CC=CC=1)(=O)C1C=CC=CC=1.C(Cl)(Cl)(Cl)Cl>[Br:15][CH2:1][C:2]1[CH:3]=[C:4]([CH:9]=[CH:10][C:11]=1[N+:12]([O-:14])=[O:13])[C:5]([O:7][CH3:8])=[O:6]. Reported procedure: In a 5-liter three-necked round-bottomed flask equipped with a reflux condenser, overhead stirrer, addition funnel and nitrogen inlet, was placed 220 g of methyl 3-methyl-4-nitrobenzoate, 2 l of anhydrous carbon tetrachloride and 4 g of benzoyl peroxide. To the resulting solution, irradiated with a 275 watt UV light, was added 198 g of bromine dropwise over a period of 2 hours at reflux. After the addition was complete the reaction mixture was refluxed for an additional 60 hours. The reaction mi... Starting materials: CN, ClCCl, Clc1ccc(Oc2ccccc2)cc1, C1CCOC1, O=S(=O)(Cl)Cl. The product is CNS(=O)(=O)c1ccc(Oc2ccc(Cl)cc2)cc1. As a reaction SMILES: [CH3:1][NH2:2].[Cl:27][CH2:28][Cl:29].[Cl:8][c:9]1[cH:10][cH:11][c:12]([O:15][c:16]2[cH:17][cH:18][cH:19][cH:20][cH:21]2)[cH:13][cH:14]1.[O:22]1[CH2:23][CH2:24][CH2:25][CH2:26]1.[S:3](=[O:4])(=[O:5])([Cl:6])[Cl:7]>>[CH3:1][NH:2][S:3](=[O:4])(=[O:5])[c:19]1[cH:18][cH:17][c:16]([O:15][c:12]2[cH:11][cH:10][c:9]([Cl:8])[cH:14][cH:13]2)[cH:21][cH:20]1. The reactants are 1,1-Carbonyl diimidazole, ClC=1C=C2C(=C(N(C2=CC1)C)C1=CC=C(C=C1)Cl)CCC(=O)O (5-chloro-2-(4-chlorophenyl)-1-methyl-1H-indole-3-propanoic acid), C1(=CC=CC=C1)CN1CCNCC1 (1-(phenylmethyl)piperazine). Solvent: O1CCCC1 (tetrahydrofuran). Reaction conditions: time 8 hour. The product is ClC=1C=C2C(=C(N(C2=CC1)C)C1=CC=C(C=C1)Cl)CCC(=O)N1CCN(CC1)CC1=CC=CC=C1 (1-{3- [5-Chloro-2-(4-chlorophenyl)-1-methyl-1H-indol-3-yl]-1-oxopropyl}-4-(phenylmethyl)piperazine). Isolated yield 69.5%. Reaction SMILES: [Cl:1][C:2]1[CH:3]=[C:4]2[C:8](=[CH:9][CH:10]=1)[N:7]([CH3:11])[C:6]([C:12]1[CH:17]=[CH:16][C:15]([Cl:18])=[CH:14][CH:13]=1)=[C:5]2[CH2:19][CH2:20][C:21](O)=[O:22].[C:24]1([CH2:30][N:31]2[CH2:36][CH2:35][NH:34][CH2:33][CH2:32]2)[CH:29]=[CH:28][CH:27]=[CH:26][CH:25]=1>O1CCCC1>[Cl:1][C:2]1[CH:3]=[C:4]2[C:8](=[CH:9][CH:10]=1)[N:7]([CH3:11])[C:6]([C:12]1[CH:13]=[CH:14][C:15]([Cl:18])=[CH:16][CH:17]=1)=[C:5]2[CH2:19][CH2:20][C:21]([N:34]1[CH2:35][CH2:36][N:31]([CH2:30][C:24]2[CH:25]=[CH:26][CH:27]=[CH:28][CH:29]=2)[CH2:32][CH2:33]1)=[O:22]. Reported procedure: 1,1-Carbonyl diimidazole (47 mg, 0.29 mmol) was added to a solution of 5-chloro-2-(4-chlorophenyl)-1-methyl-1H-indole-3-propanoic acid (Description 12, 100 mg, 0.29 mmol) in tetrahydrofuran (4 mL) and the mixture was heated under reflux for 2 h. The mixture was cooled and 1-(phenylmethyl)piperazine (48 mg, 0.27 mmol) was added. The mixture was stirred at room temperature overnight and the solvent was evaporated under reduced pressure. Water (4 mL) was added and the mixture was stirred at 80° C. ...